From a dataset of the Open Reaction Database (ORD), a public repository of structured organic reaction records. describe an organic reaction: reactants, conditions, products, and yield The reactants are CC(=O)O, CSc1ccc(C(=O)c2sc(=O)[nH]c2C)cc1, [H][H], O. Yields the product Cc1[nH]c(=O)sc1C(=O)c1ccc(S(C)=O)cc1. As a reaction SMILES: [CH3:21][C:22](=[O:23])[OH:24].[CH3:3][c:4]1[nH:5][c:6](=[O:19])[s:7][c:8]1[C:9]([c:10]1[cH:11][cH:12][c:13]([S:16][CH3:17])[cH:14][cH:15]1)=[O:18].[H:1][H:2].[OH2:20]>>[CH3:3][c:4]1[nH:5][c:6](=[O:19])[s:7][c:8]1[C:9]([c:10]1[cH:11][cH:12][c:13]([S:16]([CH3:17])=[O:20])[cH:14][cH:15]1)=[O:18]. Reactants: N1=C(C=CC=C1)SCCCCOC1=CC2=C(C(OC(N2)=O)(C)C)C=C1 (7-[4-(2-pyridylmercapto)-butoxy]-4,4-dimethyl-4H-3,1-benzoxazin-2-one), OO (hydrogen peroxide). The product is N1=C(C=CC=C1)S(=O)CCCCOC1=CC2=C(C(OC(N2)=O)(C)C)C=C1 (7-[4-(2-Pyridylsulfinyl)-butoxy]-4,4-dimethyl-4H-3,1-benzoxazin-2-one). Reaction SMILES: [N:1]1[CH:6]=[CH:5][CH:4]=[CH:3][C:2]=1[S:7][CH2:8][CH2:9][CH2:10][CH2:11][O:12][C:13]1[CH:25]=[CH:24][C:16]2[C:17]([CH3:23])([CH3:22])[O:18][C:19](=[O:21])[NH:20][C:15]=2[CH:14]=1.[OH:26]O>>[N:1]1[CH:6]=[CH:5][CH:4]=[CH:3][C:2]=1[S:7]([CH2:8][CH2:9][CH2:10][CH2:11][O:12][C:13]1[CH:25]=[CH:24][C:16]2[C:17]([CH3:22])([CH3:23])[O:18][C:19](=[O:21])[NH:20][C:15]=2[CH:14]=1)=[O:26]. Procedure details: Prepared analogously to Example 2 from 7-[4-(2-pyridylmercapto)-butoxy]-4,4-dimethyl-4H-3,1-benzoxazin-2-one and hydrogen peroxide. Starting materials: C([O-])([O-])=O.[K+].[K+] (potassium carbonate), O[C@@H](CN(C(OC(C)(C)C)=O)CC1=CC=C(C=C1)OCCN1CCC2(CN(CCO2)C(C(F)(F)F)=O)CC1)C1=CC=C(C=2NC(SC21)=O)O ((R)-tert-butyl 2-hydroxy-2-(4-hydroxy-2-oxo-2,3-dihydrobenzo[d]thiazol-7-yl)ethyl(4-(2-(4-(2,2,2-trifluoroacetyl)-1-oxa-4,9-diazaspiro[5.5]undecan-9-yl)ethoxy)benzyl)carbamate). The solvent is O (water), CO (MeOH). Reaction conditions: time 5 hour. The product is O1CCNCC12CCN(CC2)CCOC2=CC=C(CN(C(OC(C)(C)C)=O)C[C@@H](C1=CC=C(C=3NC(SC31)=O)O)O)C=C2 ((R)-tert-Butyl 4-(2-(1-oxa-4,9-diazaspiro[5.5]undecan-9-yl)ethoxy)benzyl(2-hydroxy-2-(4-hydroxy-2-oxo-2,3-dihydrobenzo[d]thiazol-7-yl)ethyl)carbamate). RXN SMILES: C(=O)([O-])[O-].[K+].[K+].[OH:7][C@H:8]([C:45]1[C:53]2[S:52][C:51](=[O:54])[NH:50][C:49]=2[C:48]([OH:55])=[CH:47][CH:46]=1)[CH2:9][N:10]([CH2:18][C:19]1[CH:24]=[CH:23][C:22]([O:25][CH2:26][CH2:27][N:28]2[CH2:44][CH2:43][C:31]3([O:36][CH2:35][CH2:34][N:33](C(=O)C(F)(F)F)[CH2:32]3)[CH2:30][CH2:29]2)=[CH:21][CH:20]=1)[C:11](=[O:17])[O:12][C:13]([CH3:16])([CH3:15])[CH3:14]>O.CO>[O:36]1[C:31]2([CH2:43][CH2:44][N:28]([CH2:27][CH2:26][O:25][C:22]3[CH:21]=[CH:20][C:19]([CH2:18][N:10]([CH2:9][C@H:8]([OH:7])[C:45]4[C:53]5[S:52][C:51](=[O:54])[NH:50][C:49]=5[C:48]([OH:55])=[CH:47][CH:46]=4)[C:11](=[O:17])[O:12][C:13]([CH3:16])([CH3:15])[CH3:14])=[CH:24][CH:23]=3)[CH2:29][CH2:30]2)[CH2:32][NH:33][CH2:34][CH2:35]1 |f:0.1.2|. Procedure details: A solution of potassium carbonate (240 mg) in water (35 mL) was added to a solution of (R)-tert-butyl 2-hydroxy-2-(4-hydroxy-2-oxo-2,3-dihydrobenzo[d]thiazol-7-yl)ethyl(4-(2-(4-(2,2,2-trifluoroacetyl)-1-oxa-4,9-diazaspiro[5.5]undecan-9-yl)ethoxy)benzyl)carbamate (examples 223-263, step a) (725 mg) in MeOH (35 mL). The resulting mixture was stirred at RT for 5 h. Methanol was removed by evaporation under a stream of nitrogen keeping the reaction mixture at 25° C. Water (20 mL) and brine (30 mL) w... The reactants are COC(=O)C=O, O=C([O-])O, CCCCNCc1ccc(CCC(C)NCC(O)COc2ccccc2)cc1, CO, [Na+], O, Cc1ccc(S(=O)(=O)O)cc1, c1ccccc1. The product is CCCCNCc1ccc(CCC(C)N2CC(COc3ccccc3)OC2C(=O)OC)cc1. RXN SMILES: [C:29]([CH:30]=[O:31])(=[O:32])[O:33][CH3:34].[C:47](=[O:48])([OH:49])[O-:50].[CH2:1]([CH2:2][CH2:3][CH3:4])[NH:5][CH2:6][c:7]1[cH:8][cH:9][c:10]([CH2:13][CH2:14][CH:15]([CH3:16])[NH:17][CH2:18][CH:19]([CH2:20][O:21][c:22]2[cH:23][cH:24][cH:25][cH:26][cH:27]2)[OH:28])[cH:11][cH:12]1.[CH3:58][OH:59].[Na+:51].[OH2:35].[c:36]1([CH3:37])[cH:38][cH:39][c:40]([S:41]([OH:42])(=[O:43])=[O:44])[cH:45][cH:46]1.[cH:52]1[cH:53][cH:54][cH:55][cH:56][cH:57]1>>[CH2:1]([CH2:2][CH2:3][CH3:4])[NH:5][CH2:6][c:7]1[cH:8][cH:9][c:10]([CH2:13][CH2:14][CH:15]([CH3:16])[N:17]2[CH2:18][CH:19]([CH2:20][O:21][c:22]3[cH:23][cH:24][cH:25][cH:26][cH:27]3)[O:28][CH:30]2[C:29](=[O:32])[O:33][CH3:34])[cH:11][cH:12]1. Starting materials: solution, ClC=1C=C2C=CC(=CC2=CC1)S(=O)(=O)N1CC(N(CC1)N(C1CCN(CC1)C1=CC=NC=C1)C)=O (4-(6-chloronaphthalene-2-sulfonyl)-1-{methyl[1-(4-pyridyl)-4-piperidinyl]amino}-2-piperazinone), Cl (hydrochloric acid). Run in C(C)(=O)OCC (ethyl acetate), CO (methanol). The product is Cl.ClC=1C=C2C=CC(=CC2=CC1)S(=O)(=O)N1CC(N(CC1)N(C1CCN(CC1)C1=CC=NC=C1)C)=O (4-(6-Chloronaphthalene-2-sulfonyl)-1-{methyl[1-(4-pyridyl)-4-piperidinyl]amino}-2-piperazinone Hydrochloride). Yield: 196.5%. RXN SMILES: [Cl:1][C:2]1[CH:3]=[C:4]2[C:9](=[CH:10][CH:11]=1)[CH:8]=[C:7]([S:12]([N:15]1[CH2:20][CH2:19][N:18]([N:21]([CH3:34])[CH:22]3[CH2:27][CH2:26][N:25]([C:28]4[CH:33]=[CH:32][N:31]=[CH:30][CH:29]=4)[CH2:24][CH2:23]3)[C:17](=[O:35])[CH2:16]1)(=[O:14])=[O:13])[CH:6]=[CH:5]2.Cl>CO.C(OCC)(=O)C>[ClH:1].[Cl:1][C:2]1[CH:3]=[C:4]2[C:9](=[CH:10][CH:11]=1)[CH:8]=[C:7]([S:12]([N:15]1[CH2:20][CH2:19][N:18]([N:21]([CH3:34])[CH:22]3[CH2:27][CH2:26][N:25]([C:28]4[CH:33]=[CH:32][N:31]=[CH:30][CH:29]=4)[CH2:24][CH2:23]3)[C:17](=[O:35])[CH2:16]1)(=[O:13])=[O:14])[CH:6]=[CH:5]2 |f:4.5|. Reported procedure: A suspension of 4-(6-chloronaphthalene-2-sulfonyl)-1-{methyl[1-(4-pyridyl)-4-piperidinyl]amino}-2-piperazinone (500 mg) in methanol (20 ml) was combined with a 4N solution of hydrochloric acid in ethyl acetate (1 ml) to effect a dissolution, and the solution was concentrated. The residue was crystallized from ethanol/ether, collected by filtration and dried to obtain the title compound (526 mg) as a colorless solid.